From a dataset of the Open Reaction Database (ORD), a public repository of structured organic reaction records. describe an organic reaction: reactants, conditions, products, and yield The reactants are CCCC[Sn](CCCC)(CCCC)C1=CCCO1, CSc1nc(N)nc(Br)c1C#N, C1COCCO1. The product is CSc1nc(N)nc(C2=CCCO2)c1C#N. Reaction SMILES: [CH2:13]([Sn:14]([CH2:15][CH2:16][CH2:17][CH3:23])([C:18]1=[CH:22][CH2:21][CH2:20][O:19]1)[CH2:24][CH2:25][CH2:26][CH3:27])[CH2:28][CH2:29][CH3:30].[NH2:1][c:2]1[n:3][c:4]([S:11][CH3:12])[c:5]([C:9]#[N:10])[c:6]([Br:8])[n:7]1.[O:31]1[CH2:32][CH2:33][O:34][CH2:35][CH2:36]1>>[NH2:1][c:2]1[n:3][c:4]([S:11][CH3:12])[c:5]([C:9]#[N:10])[c:6]([C:18]2=[CH:22][CH2:21][CH2:20][O:19]2)[n:7]1.